From a dataset of the Open Reaction Database (ORD), a public repository of structured organic reaction records. describe an organic reaction: reactants, conditions, products, and yield Starting materials: C([O-])(O)=O.[Na+] (sodium bicarbonate), C([O-])(O)=O.[Na+] (sodium bicarbonate), CI (methyl iodide), CN(C(=O)[C@H]1NC[C@H](C1)SCC1=CC=C(C=C1)OC)C ((2S, 4S)-2-(N,N-dimethylcarbamoyl)-4-(4-methoxybenzylthio)pyrrolidine). Solvent: CN(C=O)C (dimethylformamide). Reaction conditions: time 4 hour. Product: CN(C(=O)[C@H]1N(C[C@H](C1)SCC1=CC=C(C=C1)OC)C)C ((2S, 4S)-2-(N,N-Dimethylcarbamoyl)-4-(4-methoxybenzylthio)-1-methylpyrrolidine). Isolated yield 26.4%. RXN SMILES: [C:1](=O)(O)[O-].[Na+].CI.[CH3:8][N:9]([CH3:27])[C:10]([C@@H:12]1[CH2:16][C@H:15]([S:17][CH2:18][C:19]2[CH:24]=[CH:23][C:22]([O:25][CH3:26])=[CH:21][CH:20]=2)[CH2:14][NH:13]1)=[O:11]>CN(C)C=O>[CH3:8][N:9]([CH3:27])[C:10]([C@@H:12]1[CH2:16][C@H:15]([S:17][CH2:18][C:19]2[CH:20]=[CH:21][C:22]([O:25][CH3:26])=[CH:23][CH:24]=2)[CH2:14][N:13]1[CH3:1])=[O:11] |f:0.1|. Reported procedure: 84 mg of sodium bicarbonate and 41 μl of methyl iodide were added, whilst ice-cooling, to a solution of 163 mg of (2S, 4S)-2-(N,N-dimethylcarbamoyl)-4-(4-methoxybenzylthio)pyrrolidine [prepared as described in step (4) above] dissolved in 1.5 ml of dry dimethylformamide, and the mixture was stirred at room temperature for 4 hours. At the end of this time, the reaction mixture was poured into a saturated aqueous solution of sodium bicarbonate and extracted with ethyl acetate. The extract was wash...